From a dataset of the Open Reaction Database (ORD), a public repository of structured organic reaction records. describe an organic reaction: reactants, conditions, products, and yield The reactants are [Li]CCCC, COc1ccc(C=O)cc1OC, Cc1ccccc1, CCOC(C)=O, COc1cc(C(OC)OC)cc(OC)c1OC, C1CCOC1, O. Product: COc1ccc(C(O)c2c(C(OC)OC)cc(OC)c(OC)c2OC)cc1OC. As a reaction SMILES: [CH2:1]([Li:2])[CH2:3][CH2:4][CH3:5].[CH3:23][O:24][c:25]1[cH:26][cH:27][c:28]([CH:29]=[O:30])[cH:31][c:32]1[O:33][CH3:34].[CH3:36][c:37]1[cH:38][cH:39][cH:40][cH:41][cH:42]1.[CH3:48][CH2:49][O:50][C:51](=[O:52])[CH3:53].[CH3:6][O:7][CH:8]([c:9]1[cH:10][c:11]([O:19][CH3:20])[c:12]([O:17][CH3:18])[c:13]([O:15][CH3:16])[cH:14]1)[O:21][CH3:22].[O:43]1[CH2:44][CH2:45][CH2:46][CH2:47]1.[OH2:35]>>[CH3:6][O:7][CH:8]([c:9]1[c:10]([CH:29]([c:28]2[cH:27][cH:26][c:25]([O:24][CH3:23])[c:32]([O:33][CH3:34])[cH:31]2)[OH:30])[c:11]([O:19][CH3:20])[c:12]([O:17][CH3:18])[c:13]([O:15][CH3:16])[cH:14]1)[O:21][CH3:22]. Reactants: O=C([O-])[O-], CCOC(=O)C(Cc1ccc(O)cc1)OCC, CS(=O)(=O)OCCCCc1ccc([N+](=O)[O-])cc1, CC#N, [K+], [K+]. The product is CCOC(=O)C(Cc1ccc(OCCCCc2ccc([N+](=O)[O-])cc2)cc1)OCC. As a reaction SMILES: [C:36](=[O:37])([O-:38])[O-:39].[CH2:1]([CH3:2])[O:3][C:4]([CH:5]([CH2:6][c:7]1[cH:8][cH:9][c:10]([OH:13])[cH:11][cH:12]1)[O:14][CH2:15][CH3:16])=[O:17].[CH3:18][S:19]([O:20][CH2:23][CH2:24][CH2:25][CH2:26][c:27]1[cH:28][cH:29][c:30]([N+:33](=[O:34])[O-:35])[cH:31][cH:32]1)(=[O:21])=[O:22].[CH3:42][C:43]#[N:44].[K+:40].[K+:41]>>[CH2:1]([CH3:2])[O:3][C:4]([CH:5]([CH2:6][c:7]1[cH:8][cH:9][c:10]([O:13][CH2:23][CH2:24][CH2:25][CH2:26][c:27]2[cH:28][cH:29][c:30]([N+:33](=[O:34])[O-:35])[cH:31][cH:32]2)[cH:11][cH:12]1)[O:14][CH2:15][CH3:16])=[O:17]. Reactants: CCC (propane), C(C)(C)[Mg]Cl (isopropylmagnesium chloride), C(C)(C)(C)N (tert-butylamine), C(C)(C)[Mg]Cl (isopropylmagnesium chloride), C[Si](OC)(OC)OC (methyltrimethoxysilane). The solvent is O1CCCC1 (tetrahydrofuran). Yields the product C[Si](OC)(OC)NC(C)(C)C (methyl(t-butylamino)dimethoxysilane). Reaction SMILES: C([Mg]Cl)(C)C.[C:6]([NH2:10])([CH3:9])([CH3:8])[CH3:7].CCC.[CH3:14][Si:15](OC)([O:18][CH3:19])[O:16][CH3:17]>O1CCCC1>[CH3:14][Si:15]([NH:10][C:6]([CH3:9])([CH3:8])[CH3:7])([O:18][CH3:19])[O:16][CH3:17]. Reported procedure: A thermometer an addition funnel and a condenser were fitted to a stirrer-equipped one liter, four-necked flask. The flask was charged with one mol of isopropylmagnesium chloride in 500 ml of tetrahydrofuran (THF). The addition funnel was charged with 1.02 mol (75 g) of tert-butylamine which was slowly added to the stirred isopropylmagnesium chloride. The reaction was mildly exothermic and there was immediate evolution of propane gas. After completion of the addition (2 hours), the contents were... Starting materials: C1(CC(CC1)C(=O)O)C(=O)O (1,3-Cyclopentane dicarboxylic acid), NCCCCN1CCN(CC1)C1=NC2=CC=CC=C2C=C1 (1-(4-aminobutyl)-4-(2-quinolyl)piperazine), C=1(C(=CC=CC1)C)C (xylene). Solvent: O (water). The product is N1=C(C=CC2=CC=CC=C12)N1CCN(CC1)CCCCN1C(C2CCC(C1=O)C2)=O (3-[4-[4-(2-Quinolyl)-1-piperazinyl]butyl]-3-azabicyclo[3.2.1]octane-2,4-dione). RXN SMILES: [CH:1]1([C:9]([OH:11])=O)[CH2:5][CH2:4][CH:3]([C:6]([OH:8])=O)[CH2:2]1.[NH2:12][CH2:13][CH2:14][CH2:15][CH2:16][N:17]1[CH2:22][CH2:21][N:20]([C:23]2[CH:32]=[CH:31][C:30]3[C:25](=[CH:26][CH:27]=[CH:28][CH:29]=3)[N:24]=2)[CH2:19][CH2:18]1.C1(C)C(C)=CC=CC=1>O>[N:24]1[C:25]2[C:30](=[CH:29][CH:28]=[CH:27][CH:26]=2)[CH:31]=[CH:32][C:23]=1[N:20]1[CH2:19][CH2:18][N:17]([CH2:16][CH2:15][CH2:14][CH2:13][N:12]2[C:6](=[O:8])[CH:3]3[CH2:2][CH:1]([CH2:5][CH2:4]3)[C:9]2=[O:11])[CH2:22][CH2:21]1. Procedure: 1,3-Cyclopentane dicarboxylic acid (1.6 g., 10 mmole) and 1-(4-aminobutyl)-4-(2-quinolyl)piperazine (2.8 g., 10 mmole) were combined in 200 ml. of xylene and refluxed for 24 hours with water removal via a Dean-Stark trap. The solvent was then removed in vacuum and the residue redissolved in chloroform and filtered through 75 g. of silica gel. The column was rinsed with 5% ethanol/chloroform and the product-containing fractions were combined and evaporated. The residue was recrystallized from iso... Reactants: C1(=CC=CC=C1)C1=NC=C(C=C1)C=NOCCO (2-(2-phenyl-5-pyridylmethyleneaminooxy)ethanol), N(=NC(=O)OCC)C(=O)OCC (diethyl azodicarboxylate), OC1=CC=C(CC2C(N(C(S2)=O)C(C2=CC=CC=C2)(C2=CC=CC=C2)C2=CC=CC=C2)=O)C=C1 (5-(4-hydroxybenzyl)-3-tritylthiazolidine-2,4-dione), C1(=CC=CC=C1)P(C1=CC=CC=C1)C1=CC=CC=C1 (triphenylphosphine). The product is C1(=CC=CC=C1)C1=NC=C(C=C1)C=NOCCOC1=CC=C(CC2C(N(C(S2)=O)C(C2=CC=CC=C2)(C2=CC=CC=C2)C2=CC=CC=C2)=O)C=C1 (5-{4-[2-(2-Phenyl-5-pyridylmethyleneaminooxy)-ethoxy]benzyl}-3-tritylthiazolidine-2,4-dione). Yield: 78.6%. As a reaction SMILES: [C:1]1([C:7]2[CH:12]=[CH:11][C:10]([CH:13]=[N:14][O:15][CH2:16][CH2:17][OH:18])=[CH:9][N:8]=2)[CH:6]=[CH:5][CH:4]=[CH:3][CH:2]=1.O[C:20]1[CH:52]=[CH:51][C:23]([CH2:24][CH:25]2[S:29][C:28](=[O:30])[N:27]([C:31]([C:44]3[CH:49]=[CH:48][CH:47]=[CH:46][CH:45]=3)([C:38]3[CH:43]=[CH:42][CH:41]=[CH:40][CH:39]=3)[C:32]3[CH:37]=[CH:36][CH:35]=[CH:34][CH:33]=3)[C:26]2=[O:50])=[CH:22][CH:21]=1.C1(P(C2C=CC=CC=2)C2C=CC=CC=2)C=CC=CC=1.N(C(OCC)=O)=NC(OCC)=O>>[C:1]1([C:7]2[CH:12]=[CH:11][C:10]([CH:13]=[N:14][O:15][CH2:16][CH2:17][O:18][C:20]3[CH:52]=[CH:51][C:23]([CH2:24][CH:25]4[S:29][C:28](=[O:30])[N:27]([C:31]([C:44]5[CH:49]=[CH:48][CH:47]=[CH:46][CH:45]=5)([C:38]5[CH:39]=[CH:40][CH:41]=[CH:42][CH:43]=5)[C:32]5[CH:37]=[CH:36][CH:35]=[CH:34][CH:33]=5)[C:26]4=[O:50])=[CH:22][CH:21]=3)=[CH:9][N:8]=2)[CH:2]=[CH:3][CH:4]=[CH:5][CH:6]=1. Reported procedure: Following a procedure similar to that described in Example 1(a), but using 390 mg of 2-(2-phenyl-5-pyridylmethyleneaminooxy)ethanol (prepared as described in Preparation 10), 576 mg of 5-(4-hydroxybenzyl)-3-tritylthiazolidine-2,4-dione, 422 mg of triphenylphosphine and 280 mg of diethyl azodicarboxylate, 671 mg of the title compound were obtained as a crystalline powder, melting at 146-148° C. The reactants are C([O-])([O-])=O.[Na+].[Na+] (sodium carbonate), ClC=1C=C(C=C(C1CC1C(N(CC1)C1CCCCC1)=O)Cl)OS(=O)(=O)C(F)(F)F (trifluoro-methanesulfonic acid 3,5-dichloro-4-(1-cyclohexyl-2-oxo-pyrrolidin-3-ylmethyl)-phenyl ester), B(=O)C1=CC=C(C=C1)C(=O)Cl (4-chlorocarbonylphenylboronic anhydride), N1(CCNCC1)CCO (2-(piperazin-1-yl)ethanol), [OH-].[Na+] (sodium hydroxide). The reagents and catalysts are C=1C=CC(=CC1)[P](C=2C=CC=CC2)(C=3C=CC=CC3)[Pd]([P](C=4C=CC=CC4)(C=5C=CC=CC5)C=6C=CC=CC6)([P](C=7C=CC=CC7)(C=8C=CC=CC8)C=9C=CC=CC9)[P](C=1C=CC=CC1)(C=1C=CC=CC1)C=1C=CC=CC1 (Pd(PPh3)4). Run in C(OC)COC (dimethoxyethane). Conditions: temperature 80 celsius. Yields the product Cl.C1(CCCCC1)N1C(C(CC1)CC1=C(C=C(C=C1Cl)C1=CC=C(C=C1)C(=O)N1CCN(CC1)CCO)Cl)=O (1-Cyclohexyl-3-{3,5-dichloro-4′-[4-(2-hydroxy-ethyl)-piperazine-1-carbonyl]-biphenyl-4-ylmethyl}-pyrrolidin-2-one hydrochloride salt). Yield: 74.0%. As a reaction SMILES: [Cl:1][C:2]1[CH:3]=[C:4](OS(C(F)(F)F)(=O)=O)[CH:5]=[C:6]([Cl:21])[C:7]=1[CH2:8][CH:9]1[CH2:13][CH2:12][N:11]([CH:14]2[CH2:19][CH2:18][CH2:17][CH2:16][CH2:15]2)[C:10]1=[O:20].B([C:32]1[CH:37]=[CH:36][C:35]([C:38](Cl)=[O:39])=[CH:34][CH:33]=1)=O.[N:41]1([CH2:47][CH2:48][OH:49])[CH2:46][CH2:45][NH:44][CH2:43][CH2:42]1.C(=O)([O-])[O-].[Na+].[Na+].[OH-].[Na+]>C1C=CC([P]([Pd]([P](C2C=CC=CC=2)(C2C=CC=CC=2)C2C=CC=CC=2)([P](C2C=CC=CC=2)(C2C=CC=CC=2)C2C=CC=CC=2)[P](C2C=CC=CC=2)(C2C=CC=CC=2)C2C=CC=CC=2)(C2C=CC=CC=2)C2C=CC=CC=2)=CC=1.C(COC)OC>[ClH:1].[CH:14]1([N:11]2[CH2:12][CH2:13][CH:9]([CH2:8][C:7]3[C:2]([Cl:1])=[CH:3][C:4]([C:32]4[CH:37]=[CH:36][C:35]([C:38]([N:44]5[CH2:45][CH2:46][N:41]([CH2:47][CH2:48][OH:49])[CH2:42][CH2:43]5)=[O:39])=[CH:34][CH:33]=4)=[CH:5][C:6]=3[Cl:21])[C:10]2=[O:20])[CH2:19][CH2:18][CH2:17][CH2:16][CH2:15]1 |f:3.4.5,6.7,10.11,^1:61,63,82,101|. Procedure: Combine Preparation 10 (trifluoro-methanesulfonic acid 3,5-dichloro-4-(1-cyclohexyl-2-oxo-pyrrolidin-3-ylmethyl)-phenyl ester) (250 mg, 0.53 mmol), 4-chlorocarbonylphenylboronic anhydride (263 mg, 0.53 mmol) and Pd(PPh3)4 (61 mg, 0.053 mmol) and purge with nitrogen. Add 2-(piperazin-1-yl)ethanol (0.32 mL, 2.6 mmol) followed quickly by dimethoxyethane (5 mL) and 2M sodium carbonate (1 mL) and heat to 80° C. for 1 hour. Cool to room temperature and pour into 1N sodium hydroxide. Extract with ethyl... Reactants: BrC=1C=C(C=CC1OCOCCOC)C1=CC(=CC=C1)F (3-bromo-3′-fluoro-4-((2-methoxyethoxy)methoxy)-1,1′-biphenyl), FC(C1=NC=C(C=C1)B(O)O)(F)F (2-(trifluoromethyl)pyridine-5-boronic acid), C([O-])([O-])=O.[K+].[K+] (potassium carbonate). The reagents and catalysts are C=1C=CC(=CC1)[P](C=2C=CC=CC2)(C=3C=CC=CC3)[Pd]([P](C=4C=CC=CC4)(C=5C=CC=CC5)C=6C=CC=CC6)([P](C=7C=CC=CC7)(C=8C=CC=CC8)C=9C=CC=CC9)[P](C=1C=CC=CC1)(C=1C=CC=CC1)C=1C=CC=CC1 (Tetrakis(triphenylphosphine)palladium(0)). Run in C(OC)COC (dimethoxyethane), O (water). Reaction conditions: temperature 80 celsius. Yields the product FC=1C=C(C=CC1)C1=CC(=C(C=C1)OCOCCOC)C=1C=CC(=NC1)C(F)(F)F (5-(3′-fluoro-4-((2-methoxyethoxy)methoxy)-[1,1′-biphenyl]-3-yl)-2-(trifluoromethyl)pyridine). Yield: 87.6%. Reaction SMILES: Br[C:2]1[CH:3]=[C:4]([C:15]2[CH:20]=[CH:19][CH:18]=[C:17]([F:21])[CH:16]=2)[CH:5]=[CH:6][C:7]=1[O:8][CH2:9][O:10][CH2:11][CH2:12][O:13][CH3:14].[F:22][C:23]([F:34])([F:33])[C:24]1[CH:29]=[CH:28][C:27](B(O)O)=[CH:26][N:25]=1.C(=O)([O-])[O-].[K+].[K+]>C(COC)OC.O.C1C=CC([P]([Pd]([P](C2C=CC=CC=2)(C2C=CC=CC=2)C2C=CC=CC=2)([P](C2C=CC=CC=2)(C2C=CC=CC=2)C2C=CC=CC=2)[P](C2C=CC=CC=2)(C2C=CC=CC=2)C2C=CC=CC=2)(C2C=CC=CC=2)C2C=CC=CC=2)=CC=1>[F:21][C:17]1[CH:16]=[C:15]([C:4]2[CH:5]=[CH:6][C:7]([O:8][CH2:9][O:10][CH2:11][CH2:12][O:13][CH3:14])=[C:2]([C:27]3[CH:28]=[CH:29][C:24]([C:23]([F:34])([F:33])[F:22])=[N:25][CH:26]=3)[CH:3]=2)[CH:20]=[CH:19][CH:18]=1 |f:2.3.4,^1:51,53,72,91|. Procedure details: A mixture of 3-bromo-3′-fluoro-4-((2-methoxyethoxy)methoxy)-1,1′-biphenyl (1.56 g, 4.39 mmol), 2-(trifluoromethyl)pyridine-5-boronic acid [purchased from Frontier Scientific] (1.09 g, 5.709 mmol) and potassium carbonate (0.91 g, 6.59 mmol) in dimethoxyethane (15 mL) and water (5 mL) was purged with nitrogen for 20 minutes. Tetrakis(triphenylphosphine)palladium(0) (253.8 mg, 0.22 mmol) was added and the reaction mixture heated at 80° C. in a sealed vial for 2 days. The cooled reaction mixture was... Reactants: ClCCl, COC(=O)C=CC(=O)O, CCCCCC(C)(O)CS, c1ccncc1. Yields the product CCCCCC(C)(O)CSC(CC(=O)OC)C(=O)O. As a reaction SMILES: [CH2:26]([Cl:27])[Cl:28].[CH3:1][O:2][C:3]([CH:4]=[CH:5][C:6](=[O:7])[OH:8])=[O:9].[OH:10][C:11]([CH2:12][SH:13])([CH2:14][CH2:15][CH2:16][CH2:17][CH3:18])[CH3:19].[cH:20]1[cH:21][cH:22][n:23][cH:24][cH:25]1>>[CH3:1][O:2][C:3]([CH2:4][CH:5]([C:6](=[O:7])[OH:8])[S:13][CH2:12][C:11]([OH:10])([CH2:14][CH2:15][CH2:16][CH2:17][CH3:18])[CH3:19])=[O:9]. Starting materials: NC1=CC(=NC2=CC(=C(C=C12)OC)OC)N1CC2=CC(=C(C=C2CC1)OCC1=CC=CC=C1)OC (4-Amino-2-(6-benzyloxy-7-methoxy-1,2,3,4-tetrahydroisoquinol-2-yl)-6,7-dimethoxyquinoline), [H][H] (hydrogen). Reagents/catalysts: [Pd] (Pd/C). Run in CO (methanol). Run at time 1.5 hour. The product is NC1=CC(=NC2=CC(=C(C=C12)OC)OC)N1CC2=CC(=C(C=C2CC1)O)OC (4-amino-6,7-dimethoxy-2-(6-hydroxy-7-methoxy-1,2,3,4-tetrahydroisoquinol-2-yl)quinoline). Yield: 24.7%. Reaction SMILES: [NH2:1][C:2]1[C:11]2[C:6](=[CH:7][C:8]([O:14][CH3:15])=[C:9]([O:12][CH3:13])[CH:10]=2)[N:5]=[C:4]([N:16]2[CH2:25][CH2:24][C:23]3[C:18](=[CH:19][C:20]([O:34][CH3:35])=[C:21]([O:26]CC4C=CC=CC=4)[CH:22]=3)[CH2:17]2)[CH:3]=1.[H][H]>CO.[Pd]>[NH2:1][C:2]1[C:11]2[C:6](=[CH:7][C:8]([O:14][CH3:15])=[C:9]([O:12][CH3:13])[CH:10]=2)[N:5]=[C:4]([N:16]2[CH2:25][CH2:24][C:23]3[C:18](=[CH:19][C:20]([O:34][CH3:35])=[C:21]([OH:26])[CH:22]=3)[CH2:17]2)[CH:3]=1. Procedure details: A suspension of the product of part (A) (3.0 g) in methanol (400 ml) was warmed at about 50° until the majority of the product dissolved. The reaction mixture was then transferred to a hydrogenator and hydrogenated under a hydrogen pressure of 2.068×105Pa (30 psi) in the presence of 5% Pd/C (400 mg) at room temperature with stirring for 1.5 hours. The reaction mixture was filtered through "Arbacel" (a microcrystalline cellulose filtration aid), and evaporated to yield impure 4-amino-6,7-dimethox... Reactants: C1(=CC=CC=C1)O (phenol), C1(=CC(=CC=C1O)C)C(=O)[O-].[K+] (potassium para cresolate), C(=O)=O (carbon dioxide), ( G ). Product: OC1=CC=C(C(=O)O)C=C1 (para-hydroxybenzoic acid). Isolated yield 79.6%. Reaction SMILES: [C:1]1([OH:7])[CH:6]=[CH:5][CH:4]=[CH:3][CH:2]=1.C1([C:16]([O-:18])=[O:17])C(O)=CC=C(C)C=1.[K+].C(=O)=O>>[OH:7][C:1]1[CH:6]=[CH:5][C:4]([C:16]([OH:18])=[O:17])=[CH:3][CH:2]=1 |f:1.2|. Procedure: A pressure vessel was charged with 4.73 g of phenol, 23.52 g of potassium para cresolate being in a dry powder form and 54 ml of a high boiling point light oil fraction (160° to 230° C./10mmHg) . Reaction was carried out at a carbon dioxide pressure of 4 kg/cm2 (G) and at 250° C. for one hour. An analysis of the reaction mixture after conversion to acid form showed a para-hydroxybenzoic acid yield of 79.6% on the basis of phenol.